From a dataset of the Open Reaction Database (ORD), a public repository of structured organic reaction records. describe an organic reaction: reactants, conditions, products, and yield Starting materials: (-)-α-cyano-m-phenoxybenzyl (+)-α-isopropyl-4-difluorophenylacetate, C(C)(C)C(C(=O)Cl)C1=CC=C(C=C1)OC(F)F ((+)-α-isopropyl-4-difluoromethoxyphenylacetyl chloride), C(#N)C(C1=CC(=CC=C1)OC1=CC=CC=C1)O (α-cyano-m-phenoxybenzyl alcohol). Run in N1=CC=CC=C1 (pyridine). The product is C(C)(C)C(C(=O)OC(C1=CC(=CC=C1)OC1=CC=CC=C1)C#N)C1=CC=C(C=C1)OC(F)F ((+)-α-cyano-m-phenoxybenzyl (+)-α-isopropyl-4-difluoromethoxyphenylacetate). RXN SMILES: [CH:1]([CH:4]([C:8]1[CH:13]=[CH:12][C:11]([O:14][CH:15]([F:17])[F:16])=[CH:10][CH:9]=1)[C:5](Cl)=[O:6])([CH3:3])[CH3:2].[C:18]([CH:20]([OH:34])[C:21]1[CH:26]=[CH:25][CH:24]=[C:23]([O:27][C:28]2[CH:33]=[CH:32][CH:31]=[CH:30][CH:29]=2)[CH:22]=1)#[N:19]>N1C=CC=CC=1>[CH:1]([CH:4]([C:8]1[CH:13]=[CH:12][C:11]([O:14][CH:15]([F:17])[F:16])=[CH:10][CH:9]=1)[C:5]([O:34][CH:20]([C:18]#[N:19])[C:21]1[CH:26]=[CH:25][CH:24]=[C:23]([O:27][C:28]2[CH:29]=[CH:30][CH:31]=[CH:32][CH:33]=2)[CH:22]=1)=[O:6])([CH3:3])[CH3:2]. Procedure: A method for the preparation of the compound (-)-α-cyano-m-phenoxybenzyl (+)-α-isopropyl-4-difluorophenylacetate comprising: reacting (+)-α-isopropyl-4-difluoromethoxyphenylacetyl chloride with α-cyano-m-phenoxybenzyl alcohol in the presence of pyridine and isolating from the thus-obtained mixture of (+)-α-cyano-m-phenoxybenzyl (+)-α-isopropyl-4-difluoromethoxyphenylacetate said (-)-α-cyano-m-phenoxybenzyl (+)-α-isopropyl-4-difluoromethoxyphenylacetate. The reactants are CS(=O)(=O)OCC1=NC(=CC=C1)NC(=O)OC(C)(C)C ({6-[(tert-butoxycarbonyl)amino]pyridin-2-yl}methyl methanesulfonate), N1CCOCC1 (morpholine), C([O-])([O-])=O.[K+].[K+] (potassium carbonate). Run in C(C)#N (acetonitrile). Run at time 16 hour. Product: N1(CCOCC1)CC1=CC=CC(=N1)NC(OC(C)(C)C)=O (tert-butyl [6-(morpholin-4-ylmethyl)pyridin-2-yl]carbamate). Reaction SMILES: CS(O[CH2:6][C:7]1[CH:12]=[CH:11][CH:10]=[C:9]([NH:13][C:14]([O:16][C:17]([CH3:20])([CH3:19])[CH3:18])=[O:15])[N:8]=1)(=O)=O.[NH:21]1[CH2:26][CH2:25][O:24][CH2:23][CH2:22]1.C(=O)([O-])[O-].[K+].[K+]>C(#N)C>[N:21]1([CH2:6][C:7]2[N:8]=[C:9]([NH:13][C:14](=[O:15])[O:16][C:17]([CH3:20])([CH3:19])[CH3:18])[CH:10]=[CH:11][CH:12]=2)[CH2:26][CH2:25][O:24][CH2:23][CH2:22]1 |f:2.3.4|. Procedure: To a solution of {6-[(tert-butoxycarbonyl)amino]pyridin-2-yl}methyl methanesulfonate (160 mg, 0.52 mmol) in acetonitrile (2.5 mL) was added morpholine (90 mg, 1.0 mmol) and potassium carbonate (214 mg, 1.55 mmol) at room temperature. After 16 hours, the reaction mixture was quenched with aqueous saturated sodium bicarbonate, partially concentrated under reduced pressure, and diluted with ethyl acetate. The organic layer was separated, dried over magnesium sulfate, filtered, and concentrated unde... Reactants: Cl (hydrochloric acid), C(C)OC([C@H]1N(CC(C1)N=[N+]=[N-])C(C)=O)=O (N-acetyl-4-azido-L-proline ethyl ester), [BH4-].[Na+] (sodium borohydride). Reagents/catalysts: C([O-])(O)=O.[Na+] (sodium bicarbonate). Solvent: C(C)O (ethanol), C(C)O (ethanol). Product: C(C)(=O)N1[C@@H](C[C@@H](C1)N=[N+]=[N-])CO ((2S,4S)-N-acetyl-4-azido-2-hydroxymethylpyrrolidine). The yield is 101.8%. Reaction SMILES: C([O:3][C:4](=O)[C@@H:5]1[CH2:9][CH:8]([N:10]=[N+:11]=[N-:12])[CH2:7][N:6]1[C:13](=[O:15])[CH3:14])C.[BH4-].[Na+].Cl>C(O)C.C(=O)(O)[O-].[Na+]>[C:13]([N:6]1[CH2:7][C@@H:8]([N:10]=[N+:11]=[N-:12])[CH2:9][C@H:5]1[CH2:4][OH:3])(=[O:15])[CH3:14] |f:1.2,5.6|. Reported procedure: 644 g of N-acetyl-4-azido-L-proline ethyl ester dissolved in 700 ml of ethanol was added dropwise to a suspension of 2.5 L of ethanol and 162 g of sodium borohydride at not higher than 10° C. while cooling. After overnight reaction, 35% hydrochloric acid (594 g) was added dropwise to the above mixture at not higher than 20° C. while cooling, and the solution was neutralized with sodium bicarbonate (24 g). After filtration, the solution was concentrated under reduced pressure while the solvent wa... Starting materials: C(C)C=1C=CC(=NC1)C(C)O ((5-ethyl-2-pyridyl)ethanol), ice water, [OH-].[Na+] (sodium hydroxide), resultant solution, C1(=CC=C(C=C1)S(=O)(=O)Cl)C (p-toluenesulfonyl chloride). Run in O1CCCC1 (tetrahydrofuran), O (water), O1CCCC1 (tetrahydrofuran). Run at time 2 hour. The product is C1(=CC=C(C=C1)S(=O)(=O)O)C.C(C)C=1C=CC(=NC1)CC ((5-ethyl-2-pyridyl)ethane p-toluenesulfonate). Isolated yield 93.2%. As a reaction SMILES: [OH-].[Na+].[CH2:3]([C:5]1[CH:6]=[CH:7][C:8]([CH:11]([OH:13])[CH3:12])=[N:9][CH:10]=1)[CH3:4].[C:14]1([CH3:24])[CH:19]=[CH:18][C:17]([S:20](Cl)(=[O:22])=[O:21])=[CH:16][CH:15]=1>O.O1CCCC1>[C:14]1([CH3:24])[CH:19]=[CH:18][C:17]([S:20]([OH:13])(=[O:22])=[O:21])=[CH:16][CH:15]=1.[CH2:3]([C:5]1[CH:6]=[CH:7][C:8]([CH2:11][CH3:12])=[N:9][CH:10]=1)[CH3:4] |f:0.1,6.7|. Procedure details: 7.1 g of sodium hydroxide was dissolved in 33 ml of water, and 7.6 g of (5-ethyl-2-pyridyl)ethanol was dissolved in 33 ml of tetrahydrofuran. Both solutions were mixed and cooled. To the resultant solution was added dropwise gradually at 0° C. a solution of 11.7 g of p-toluenesulfonyl chloride in 51 ml of tetrahydrofuran, followed by stirring for 2 hours at the same temperature. To the reaction mixture was added ice water. The mixture was extracted twice with 100 ml each of methylene chloride. T... Starting materials: FC1(C(C1)C(=O)OCCCC)F (Butyl 2,2-difluorocyclopropanecarboxylate), CC#N (MeCN), [Li]CCCC (n-BuLi). Solvent: C1CCOC1 (THF), C1CCOC1 (THF). Conditions: temperature -78 celsius, time 30 minute. Yields the product FC1(C(C1)C(CC#N)=O)F (3-(2,2-difluorocyclopropyl)-3-oxopropanenitrile). Reaction SMILES: [CH3:1][C:2]#[N:3].[Li]CCCC.[F:9][C:10]1([F:20])[CH2:12][CH:11]1[C:13](OCCCC)=[O:14]>C1COCC1>[F:9][C:10]1([F:20])[CH2:12][CH:11]1[C:13](=[O:14])[CH2:1][C:2]#[N:3]. Procedure: To a solution of MeCN (1.1 g, 16.8 mmol) in THF (60 mL) was added dropwise n-BuLi in THF (11.2 mL, 40.3 mmol) at −78° C., and the reaction mixture was stirred at −78° C. under N2 for 30 min. Butyl 2,2-difluorocyclopropanecarboxylate (3.0 g, 16.8 mmol) was added at −78° C., and the reaction mixture was allowed to warm to RT over 3 h. The reaction mixture was quenched with water and adjusted to pH 7 with 1N HCl. The mixture was extracted with EtOAc, and the organic layer was washed with brine, dri... Reactants: Br, CC(=O)O, COc1ccc2cc(-c3csc(Cc4c(Cl)cccc4Cl)n3)ccc2c1. Product: Oc1ccc2cc(-c3csc(Cc4c(Cl)cccc4Cl)n3)ccc2c1. As a reaction SMILES: [BrH:27].[C:28]([OH:29])(=[O:30])[CH3:31].[Cl:1][c:2]1[c:3]([CH2:4][c:5]2[s:6][cH:7][c:8](-[c:10]3[cH:11][c:12]4[cH:13][cH:14][c:15]([O:20][CH3:21])[cH:16][c:17]4[cH:18][cH:19]3)[n:9]2)[c:22]([Cl:26])[cH:23][cH:24][cH:25]1>>[Cl:1][c:2]1[c:3]([CH2:4][c:5]2[s:6][cH:7][c:8](-[c:10]3[cH:11][c:12]4[cH:13][cH:14][c:15]([OH:20])[cH:16][c:17]4[cH:18][cH:19]3)[n:9]2)[c:22]([Cl:26])[cH:23][cH:24][cH:25]1.